Dataset: the Open Reaction Database (ORD), a public repository of structured organic reaction records. Task: describe an organic reaction: reactants, conditions, products, and yield Reactants: COC=1C=C2C(=CC=NC2=CC1OC)OC1=CC=C(C=C1)N (6,7-Dimethoxy-4-(4-aminophenoxy)quinoline), ClC1=C(C=CC(=C1)Cl)N=C=O (2,4-dichlorophenyl isocyanate). Solvent: C1(=CC=CC=C1)C (toluene). The product is ClC1=C(C=CC(=C1)Cl)NC(=O)NC1=CC=C(C=C1)OC1=CC=NC2=CC(=C(C=C12)OC)OC (N-(2,4-Dichlorophenyl)-N'-{4-[(6,7-dimethoxy-4-quinolyl)oxy]phenyl}urea). The yield is 85.4%. Reaction SMILES: [CH3:1][O:2][C:3]1[CH:4]=[C:5]2[C:10](=[CH:11][C:12]=1[O:13][CH3:14])[N:9]=[CH:8][CH:7]=[C:6]2[O:15][C:16]1[CH:21]=[CH:20][C:19]([NH2:22])=[CH:18][CH:17]=1.[Cl:23][C:24]1[CH:29]=[C:28]([Cl:30])[CH:27]=[CH:26][C:25]=1[N:31]=[C:32]=[O:33]>C1(C)C=CC=CC=1>[Cl:23][C:24]1[CH:29]=[C:28]([Cl:30])[CH:27]=[CH:26][C:25]=1[NH:31][C:32]([NH:22][C:19]1[CH:18]=[CH:17][C:16]([O:15][C:6]2[C:5]3[C:10](=[CH:11][C:12]([O:13][CH3:14])=[C:3]([O:2][CH3:1])[CH:4]=3)[N:9]=[CH:8][CH:7]=2)=[CH:21][CH:20]=1)=[O:33]. Reported procedure: 6,7-Dimethoxy-4-(4-aminophenoxy)quinoline (53 mg) was dissolved in toluene (5 ml) with heat, 2,4-dichlorophenyl isocyanate (115 mg) was added, and the admixture was refluxed with heat for 20 minutes. The separated crystals were filtered and then washed with toluene to obtain 74 mg of the title compound (yield: 85%). Starting materials: C(C)(C)(C)N1S(C(=C(C1=O)Cl)C1=CC=CC=C1)(=O)=O (2-tert-Butyl-4-chloro-5-phenylisothiazol-3(2H)-one 1,1-dioxide), Cl.Cl.N1=C(C=CC=C1)N1CCC(CC1)N (1-pyridin-2-ylpiperidin-4-amine dihydrochloride), TEA. Run in CN(C)C=O (DMF). Conditions: temperature 130 celsius. Yields the product C(C)(C)(C)N1S(C(=C(C1=O)NC1CCN(CC1)C1=NC=CC=C1)C1=CC=CC=C1)(=O)=O (2-tert-Butyl-5-phenyl-4-[(1-pyridin-2-ylpiperidin-4-yl)amino]isothiazol-3(2H)-one 1,1-dioxide). The yield is 68.5%. Reaction SMILES: [C:1]([N:5]1[C:9](=[O:10])[C:8](Cl)=[C:7]([C:12]2[CH:17]=[CH:16][CH:15]=[CH:14][CH:13]=2)[S:6]1(=[O:19])=[O:18])([CH3:4])([CH3:3])[CH3:2].Cl.Cl.[N:22]1[CH:27]=[CH:26][CH:25]=[CH:24][C:23]=1[N:28]1[CH2:33][CH2:32][CH:31]([NH2:34])[CH2:30][CH2:29]1>CN(C=O)C>[C:1]([N:5]1[C:9](=[O:10])[C:8]([NH:34][CH:31]2[CH2:32][CH2:33][N:28]([C:23]3[CH:24]=[CH:25][CH:26]=[CH:27][N:22]=3)[CH2:29][CH2:30]2)=[C:7]([C:12]2[CH:17]=[CH:16][CH:15]=[CH:14][CH:13]=2)[S:6]1(=[O:19])=[O:18])([CH3:4])([CH3:3])[CH3:2] |f:1.2.3|. Procedure details: 2-tert-Butyl-4-chloro-5-phenylisothiazol-3(2H)-one 1,1-dioxide (0.175 g, 0.58 mmol), 1-pyridin-2-ylpiperidin-4-amine dihydrochloride (0.173 g, 0.69 mmol) and TEA (0.23 g, 2.31 mmol) was dissolved in dry DMF (3 ml) and heated in a microwave reactor at 130° C. for 30 mins. The reaction mixture was purified by preparative HPLC to yield the title compound (0.175 g, 69%). 1H NMR (500 MHz, CDCl3): δ 8.08-8.03 (m, 1H), 7.50-7.44 (m, 2H), 7.41-7.32 (m, 4H), 6.55-6.47 (m, 2H), 5.28-5.20 (m, 1H), 4.02-3.9... The reactants are O (water), ClC1=C(C=C(C(=O)OC)C=C1)CNC(=O)OC (methyl 4-chloro-3-(methoxycarbonylaminomethyl)benzoate), Cl (hydrochloric acid), [H-].C(C(C)C)[Al+]CC(C)C (diisobutylaluminum hydride). The solvent is O1CCCC1 (tetrahydrofuran). Conditions: time 16 hour. Yields the product ClC1=C(CNC(OC)=O)C=C(C=C1)CO (methyl N-(2-chloro-5-hydroxymethylbenzyl)carbamate). Reaction SMILES: [Cl:1][C:2]1[CH:11]=[CH:10][C:5]([C:6](OC)=[O:7])=[CH:4][C:3]=1[CH2:12][NH:13][C:14]([O:16][CH3:17])=[O:15].[H-].C([Al+]CC(C)C)C(C)C.Cl.O>O1CCCC1>[Cl:1][C:2]1[CH:11]=[CH:10][C:5]([CH2:6][OH:7])=[CH:4][C:3]=1[CH2:12][NH:13][C:14](=[O:15])[O:16][CH3:17] |f:1.2|. Procedure: 10.3 g of methyl 4-chloro-3-(methoxycarbonylaminomethyl)benzoate was dissolved in 80 ml of anhydrous tetrahydrofuran, 100 ml of diisobutylaluminum hydride (0.95 M hexane solution) was dropwise added thereto in an atmosphere of nitrogen at from −50° C. to −30° C., and after completion of the dropwise addition, the mixture was stirred at room temperature for 16 hours. After completion of the reaction, diluted hydrochloric acid was dropwise added to the reaction mixture at 0° C., water was added th...